This data is from the Open Reaction Database (ORD), a public repository of structured organic reaction records. The task is: describe an organic reaction: reactants, conditions, products, and yield Reactants: BrC=1C=C(C=CC1)NC1=C(C=NC2=CC(=C(C=C12)OC)OC)C(=O)O (4-[(3-bromophenyl)amino]-6,7-dimethoxy-3-quinolinecarboxylic acid), N (ammonia). The solvent is CN(C=O)C (dimethylformamide). Reaction conditions: temperature 0 celsius. Yields the product BrC=1C=C(C=CC1)NC1=C(C=NC2=CC(=C(C=C12)OC)OC)C(=O)N (4-[(3-Bromophenyl)amino]-6,7-dimethoxy-3-quinolinecarboxamide). RXN SMILES: [Br:1][C:2]1[CH:3]=[C:4]([NH:8][C:9]2[C:18]3[C:13](=[CH:14][C:15]([O:21][CH3:22])=[C:16]([O:19][CH3:20])[CH:17]=3)[N:12]=[CH:11][C:10]=2[C:23]([OH:25])=O)[CH:5]=[CH:6][CH:7]=1.[NH3:26]>CN(C)C=O>[Br:1][C:2]1[CH:3]=[C:4]([NH:8][C:9]2[C:18]3[C:13](=[CH:14][C:15]([O:21][CH3:22])=[C:16]([O:19][CH3:20])[CH:17]=3)[N:12]=[CH:11][C:10]=2[C:23]([NH2:26])=[O:25])[CH:5]=[CH:6][CH:7]=1. Procedure: A mixture of 4.03 g of 4-[(3-bromophenyl)amino]-6,7-dimethoxy-3-quinolinecarboxylic acid, 3.24 g of carbonyldiimiazole, and 100 ml of dimethylformamide was heated at 55 for 30 m, cooled to 0° C., and saturated with ammonia gas. After warming to 25 the resulting solution was stirred for 45 m, heated at 50, and evaporated to remove dimethylformamide. The residue was stirred with water, and the resulting solid was filtered, washed with water, and dried. Recrystallization from acetone gave a grey so... Reactants: CSC(N[N+](=O)[O-])=N (N-nitrocarbamimidothioic acid methyl ester), CN(C)CC1=CC=C(S1)CSCCN (2-[[[5-(N,N-dimethylaminomethyl)2-thienyl]methyl]thio]ethanamine). The solvent is C(C)O (ethanol). The product is [N+](=O)([O-])NC(=N)NCCSCC=1SC(=CC1)CN(C)C (N-Nitro-N'-[[[[5-(N,N-dimethylaminomethyl)2-thienyl]methyl]thio]ethyl]guanidine). The yield is 52.2%. As a reaction SMILES: CS[C:3](=[NH:8])[NH:4][N+:5]([O-:7])=[O:6].[CH3:9][N:10]([CH2:12][C:13]1[S:17][C:16]([CH2:18][S:19][CH2:20][CH2:21][NH2:22])=[CH:15][CH:14]=1)[CH3:11]>C(O)C>[N+:5]([NH:4][C:3]([NH:22][CH2:21][CH2:20][S:19][CH2:18][C:16]1[S:17][C:13]([CH2:12][N:10]([CH3:9])[CH3:11])=[CH:14][CH:15]=1)=[NH:8])([O-:7])=[O:6]. Procedure details: A suspension of N-nitrocarbamimidothioic acid methyl ester (1.05 g) and 2-[[[5-(N,N-dimethylaminomethyl)2-thienyl]methyl]thio]ethanamine (1.6 g) in ethanol (10 ml) was heated at 45° for 10 min. The resultant solid was recrystallised from ethyl acetate to give the title compound as white crystals (1.15 g) m.p. 118°-118.5°. TLC silica/methanol, Rf 0.40.